Dataset: the Open Reaction Database (ORD), a public repository of structured organic reaction records. Task: describe an organic reaction: reactants, conditions, products, and yield Reactants: CCOC(=O)CNc1ncc(Br)nc1NC(C)C, CO, O=C(O)C(F)(F)F. Reaction SMILES: [Br:1][c:2]1[n:3][c:4]([NH:15][CH:16]([CH3:17])[CH3:18])[c:5]([NH:8][CH2:9][C:10](=[O:11])[O:12][CH2:13][CH3:14])[n:6][cH:7]1.[CH3:26][OH:27].[F:19][C:20]([F:21])([F:22])[C:23]([OH:24])=[O:25]>>[Br:1][c:2]1[n:3][c:4]2[c:5]([n:6][cH:7]1)[NH:8][CH2:9][C:10](=[O:11])[N:15]2[CH:16]([CH3:17])[CH3:18]. Yields the product CC(C)N1C(=O)CNc2ncc(Br)nc21. Reactants: O=C([O-])[O-], CSCCl, CC(C)=O, CCOCC, CCOC(C)=O, [I-], [K+], [K+], [K+], CCOC(=O)c1nc2ccccc2[nH]c1=O, O. Yields the product CCOC(=O)c1nc2ccccc2n(CSC)c1=O. RXN SMILES: [C:17](=[O:18])([O-:19])[O-:20].[CH3:25][S:26][CH2:27][Cl:28].[CH3:29][C:30](=[O:31])[CH3:32].[CH3:33][CH2:34][O:35][CH2:36][CH3:37].[CH3:38][CH2:39][O:40][C:41](=[O:42])[CH3:43].[I-:24].[K+:21].[K+:22].[K+:23].[O:1]=[c:2]1[nH:3][c:4]2[cH:5][cH:6][cH:7][cH:8][c:9]2[n:10][c:11]1[C:12](=[O:13])[O:14][CH2:15][CH3:16].[OH2:44]>>[O:1]=[c:2]1[n:3]([CH2:27][S:26][CH3:25])[c:4]2[cH:5][cH:6][cH:7][cH:8][c:9]2[n:10][c:11]1[C:12](=[O:13])[O:14][CH2:15][CH3:16]. Product: CCOC(CCNC(Nc1ccsc1)=C1C(=O)OC(C)(C)OC1=O)OCC. Starting materials: CCOC(CCN)OCC, CSC(Nc1ccsc1)=C1C(=O)OC(C)(C)OC1=O, CO, ClCCl. Reaction SMILES: [CH2:1]([CH3:2])[O:3][CH:4]([CH2:5][CH2:6][NH2:7])[O:8][CH2:9][CH3:10].[CH3:11][C:12]1([CH3:29])[O:13][C:14](=[O:28])[C:15](=[C:19]([NH:20][c:21]2[cH:22][s:23][cH:24][cH:25]2)[S:26][CH3:27])[C:16](=[O:18])[O:17]1.[CH3:33][OH:34].[Cl:30][CH2:31][Cl:32]>>[CH2:1]([CH3:2])[O:3][CH:4]([CH2:5][CH2:6][NH:7][C:19](=[C:15]1[C:14](=[O:28])[O:13][C:12]([CH3:11])([CH3:29])[O:17][C:16]1=[O:18])[NH:20][c:21]1[cH:22][s:23][cH:24][cH:25]1)[O:8][CH2:9][CH3:10]. Starting materials: [H-].[Na+] (sodium hydride), N1(N=NC=C1)CCOCC1=CC=C(C=C1)O (4-(2-[1,2,3]triazol-1-yl-ethoxymethyl)-phenol), ClC1=CC(=C(C=C1)C=CC=1OC=C(N1)CCl)F (2-[2-(4-chloro-2-fluoro-phenyl)-vinyl]-4-chloromethyl-oxazole). Run in CN(C=O)C (N,N-dimethylformamide). Conditions: time 30 minute. Yields the product ClC1=CC(=C(C=C1)/C=C/C=1OC=C(N1)COC1=CC=C(COCCN2N=NC=C2)C=C1)F (1-[2-(4-{2-[2-(E)-(4-chloro-2-fluoro-phenyl)-vinyl]-oxazol-4-ylmethoxy}-benzyloxy)-ethyl]-1H-[1,2,3]triazole). Yield: 53.6%. As a reaction SMILES: [H-].[Na+].[N:3]1([CH2:8][CH2:9][O:10][CH2:11][C:12]2[CH:17]=[CH:16][C:15]([OH:18])=[CH:14][CH:13]=2)[CH:7]=[CH:6][N:5]=[N:4]1.[Cl:19][C:20]1[CH:25]=[CH:24][C:23]([CH:26]=[CH:27][C:28]2[O:29][CH:30]=[C:31]([CH2:33]Cl)[N:32]=2)=[C:22]([F:35])[CH:21]=1>CN(C)C=O>[Cl:19][C:20]1[CH:25]=[CH:24][C:23](/[CH:26]=[CH:27]/[C:28]2[O:29][CH:30]=[C:31]([CH2:33][O:18][C:15]3[CH:14]=[CH:13][C:12]([CH2:11][O:10][CH2:9][CH2:8][N:3]4[CH:7]=[CH:6][N:5]=[N:4]4)=[CH:17][CH:16]=3)[N:32]=2)=[C:22]([F:35])[CH:21]=1 |f:0.1|. Procedure: 380 mg (15 mmol) of 95% sodium hydride were given to a solution of 3.00 g (13.7 mmol) 4-(2-[1,2,3]triazol-1-yl-ethoxymethyl)-phenol in 70 ml N,N-dimethylformamide and stirred for 30 min at room temperature. Then 3.73 g (13.7 mmol) 2-[2-(4-chloro-2-fluoro-phenyl)-vinyl]-4-chloromethyl-oxazole were added and stirring continued over night. The mixture was quenched with water, stirred for 1 h and the precipitate isolated by filtration. After washing with water, little methanol, ethyl acetate/heptane... Reactants: CC(=O)OC(C)=O, NCCCC1c2ccccc2C=Cc2ccc(Cl)cc21, O. Yields the product CC(=O)NCCCC1c2ccccc2C=Cc2ccc(Cl)cc21. RXN SMILES: [CH3:22][C:23](=[O:24])[O:25][C:26](=[O:27])[CH3:28].[Cl:1][c:2]1[cH:3][cH:4][c:5]2[c:6]([cH:20]1)[CH:7]([CH2:16][CH2:17][CH2:18][NH2:19])[c:8]1[c:9]([cH:12][cH:13][cH:14][cH:15]1)[CH:10]=[CH:11]2.[OH2:21]>>[Cl:1][c:2]1[cH:3][cH:4][c:5]2[c:6]([cH:20]1)[CH:7]([CH2:16][CH2:17][CH2:18][NH:19][C:23]([CH3:22])=[O:24])[c:8]1[c:9]([cH:12][cH:13][cH:14][cH:15]1)[CH:10]=[CH:11]2. Reactants: C(C)(C)(C)OC(=O)N[C@@H](COCC1=CC=CC=C1)C(=O)NCCCCN(CCCNC(=O)OCC1=CC=CC=C1)C(=O)OCC1=CC=CC=C1 (10-(N-tert-butoxycarbonyl-O-benzyl-L-seryl)-1,5-dibenzyloxycarbonyl-1,5,10-triazadecane). Solvent: FC(C(=O)O)(F)F (trifluoroacetic acid). Run at time 3 hour. Product: C(C1=CC=CC=C1)OC[C@H](N)C(=O)NCCCCN(CCCNC(=O)OCC1=CC=CC=C1)C(=O)OCC1=CC=CC=C1 (10-(O-benzyl-L-seryl)-1,5-dibenzyloxycarbonyl-1,5,10-triazadecane). As a reaction SMILES: C(OC([NH:8][C@H:9]([C:19]([NH:21][CH2:22][CH2:23][CH2:24][CH2:25][N:26]([C:41]([O:43][CH2:44][C:45]1[CH:50]=[CH:49][CH:48]=[CH:47][CH:46]=1)=[O:42])[CH2:27][CH2:28][CH2:29][NH:30][C:31]([O:33][CH2:34][C:35]1[CH:40]=[CH:39][CH:38]=[CH:37][CH:36]=1)=[O:32])=[O:20])[CH2:10][O:11][CH2:12][C:13]1[CH:18]=[CH:17][CH:16]=[CH:15][CH:14]=1)=O)(C)(C)C>FC(F)(F)C(O)=O>[CH2:12]([O:11][CH2:10][C@@H:9]([C:19]([NH:21][CH2:22][CH2:23][CH2:24][CH2:25][N:26]([C:41]([O:43][CH2:44][C:45]1[CH:46]=[CH:47][CH:48]=[CH:49][CH:50]=1)=[O:42])[CH2:27][CH2:28][CH2:29][NH:30][C:31]([O:33][CH2:34][C:35]1[CH:40]=[CH:39][CH:38]=[CH:37][CH:36]=1)=[O:32])=[O:20])[NH2:8])[C:13]1[CH:18]=[CH:17][CH:16]=[CH:15][CH:14]=1. Reported procedure: 8.00 g (11.5 mmols) of 10-(N-tert-butoxycarbonyl-O-benzyl-L-seryl)-1,5-dibenzyloxycarbonyl-1,5,10-triazadecane was dissolved in 8.0 ml of trifluoroacetic acid, and the solution was stirred for 3 hours at room temperature. The reaction mixture was concentrated under reduced pressure, and the residual oil was dissolved in 200 ml of ethyl acetate. The solution was washed with a 5% aqueous solution of sodium hydrogencarbonate and distilled water in this order, and the ethyl acetate layer was dried o...